From a dataset of the Open Reaction Database (ORD), a public repository of structured organic reaction records. describe an organic reaction: reactants, conditions, products, and yield The reactants are [OH-].[NH4+] (ammonium hydroxide), CN(C)N=NC1=C(SC=C1)C(=O)OC (Methyl 3-[(dimethylamino)diazenyl]thiophene-2-carboxylate), S(O)(O)(=O)=O (sulfuric acid), [N+](=O)(O)[O-] (nitric acid). Run in O (water). Reaction conditions: time 16 hour. The product is CN(C)N=NC1=C(SC(=C1)[N+](=O)[O-])C(=O)OC (Methyl 3-[(dimethylamino)diazenyl]-5-nitrothiophene-2-carboxylate). Isolated yield 18.6%. Reaction SMILES: [CH3:1][N:2]([N:4]=[N:5][C:6]1[CH:10]=[CH:9][S:8][C:7]=1[C:11]([O:13][CH3:14])=[O:12])[CH3:3].S(=O)(=O)(O)O.[N+:20]([O-])([OH:22])=[O:21].[OH-].[NH4+]>O>[CH3:3][N:2]([N:4]=[N:5][C:6]1[CH:10]=[C:9]([N+:20]([O-:22])=[O:21])[S:8][C:7]=1[C:11]([O:13][CH3:14])=[O:12])[CH3:1] |f:3.4|. Procedure details: Methyl 3-[(dimethylamino)diazenyl]thiophene-2-carboxylate (2 g, 9.38 mmol) was added slowly for 15 min at 0 to −5° C. to concentrated sulfuric acid (20 mL). Then concentrated nitric acid (0.54 mL, 70%, 10.7 mmol) was added to the above reaction mixture for 10 min and stirred at the same temperature for 1 h and rt for 16 h. The mixture was poured into ice cooled water and basified with ammonium hydroxide. The solution was extracted with chloroform (3×100 mL) and the combined organic layer was was... The reactants are C(Br)Br (methylene bromide), C([O-])(O)=O.[Na+] (sodium bicarbonate), CN(C=O)C (dimethylformamide), C1(=CC=C(C=C1)NC([S-])=S)C.[NH4+] (ammonium p-tolyldithiocarbamate). Run in O (water). Run at temperature 12 celsius, time 4 hour. Yields the product C1(=CC=C(C=C1)N=C1SCS1)C (2-p-tolylimino-1,3-dithietane). As a reaction SMILES: C(Br)Br.C(=O)(O)[O-].[Na+].[CH3:9]N(C)C=O.[C:14]1([CH3:24])[CH:19]=[CH:18][C:17]([NH:20][C:21](=[S:23])[S-:22])=[CH:16][CH:15]=1.[NH4+]>O>[C:14]1([CH3:24])[CH:19]=[CH:18][C:17]([N:20]=[C:21]2[S:22][CH2:9][S:23]2)=[CH:16][CH:15]=1 |f:1.2,4.5|. Reported procedure: In a suitable reaction vessel is mixed 6,090 grams of methylene bromide, 1,955 grams of sodium bicarbonate and 13.2 liters of dimethylformamide. The mixture is cooled to 12°C. and maintained between 12°C. and 20°C. while adding powdered ammonium p-tolyldithiocarbamate in small portions over about a 2-hour period. After stirring for an additional 4 hours at room temperature, the mixture is poured into a separatory funnel and diluted with an equal volume of water. The lower oily phase is separated... The reactants are C[Si](C)(C)CCOCn1cc(C=O)c2nc(Br)cnc21, [O-][Cl+][O-], [K+], NS(=O)(=O)O, [Na+], C1COCCO1, O, O=P([O-])(O)O. Yields the product C[Si](C)(C)CCOCn1cc(C(=O)O)c2nc(Br)cnc21. As a reaction SMILES: [Br:1][c:2]1[n:3][c:4]2[c:5]([n:6][cH:7]1)[n:8]([CH2:13][O:14][CH2:15][CH2:16][Si:17]([CH3:18])([CH3:19])[CH3:20])[cH:9][c:10]2[CH:11]=[O:12].[Cl+:26]([O-:27])[O-:28].[K+:30].[NH2:21][S:22]([OH:23])(=[O:24])=[O:25].[Na+:29].[O:36]1[CH2:37][CH2:38][O:39][CH2:40][CH2:41]1.[OH2:42].[OH:31][P:32](=[O:33])([O-:34])[OH:35]>>[Br:1][c:2]1[n:3][c:4]2[c:5]([n:6][cH:7]1)[n:8]([CH2:13][O:14][CH2:15][CH2:16][Si:17]([CH3:18])([CH3:19])[CH3:20])[cH:9][c:10]2[C:11](=[O:12])[OH:23]. Reported procedure: 34.2 g of 4-acetoxy-1,1,2-triphenyl-1-butene are dissolved in 200 ml of 94% ethanol, after which 20 ml of water and 45 ml of a 20% sodium hydroxide solution are added. The mixture is refluxed for 1 h. The solution is neutralized with 2 M hydrochloric acid, after which the ethanol is evaporated. Water is added into the residue. The product is extracted in ethyl acetate, the ethyl acetate solution is dried over sodium sulfate and the solvent is evaporated. The product is recrystallized from a mixt... Yields the product C1(=CC=CC=C1)C(=C(CCO)C1=CC=CC=C1)C1=CC=CC=C1 (1,1,2-triphenyl-1-buten-4-ol). Reactants: Cl (hydrochloric acid), O (water), [OH-].[Na+] (sodium hydroxide), C(C)(=O)OCCC(=C(C1=CC=CC=C1)C1=CC=CC=C1)C1=CC=CC=C1 (4-acetoxy-1,1,2-triphenyl-1-butene). Solvent: C(C)O (ethanol). As a reaction SMILES: C([O:4][CH2:5][CH2:6][C:7]([C:21]1[CH:26]=[CH:25][CH:24]=[CH:23][CH:22]=1)=[C:8]([C:15]1[CH:20]=[CH:19][CH:18]=[CH:17][CH:16]=1)[C:9]1[CH:14]=[CH:13][CH:12]=[CH:11][CH:10]=1)(=O)C.O.[OH-].[Na+].Cl>C(O)C>[C:15]1([C:8]([C:9]2[CH:10]=[CH:11][CH:12]=[CH:13][CH:14]=2)=[C:7]([C:21]2[CH:22]=[CH:23][CH:24]=[CH:25][CH:26]=2)[CH2:6][CH2:5][OH:4])[CH:16]=[CH:17][CH:18]=[CH:19][CH:20]=1 |f:2.3|. Yields the product NC(Cc1c[nH]cn1)C(=O)O. RXN SMILES: [CH3:3][O:4][C:5]([CH:6]([NH2:7])[CH2:8][c:9]1[cH:10][nH:11][cH:12][n:13]1)=[O:14].[ClH:1].[ClH:2].[Na+:17].[OH-:16].[OH2:15]>>[O:4]=[C:5]([CH:6]([NH2:7])[CH2:8][c:9]1[cH:10][nH:11][cH:12][n:13]1)[OH:14]. Starting materials: COC(=O)C(N)Cc1c[nH]cn1, Cl, Cl, [Na+], [OH-], O.